From a dataset of the Open Reaction Database (ORD), a public repository of structured organic reaction records. describe an organic reaction: reactants, conditions, products, and yield Starting materials: CCNC(=O)c1ccccc1Nc1nc(Cl)ncc1Cl, COc1cc2c(cc1N)CCN(CC(C)(F)F)CC2. The product is CCNC(=O)c1ccccc1Nc1nc(Nc2cc3c(cc2OC)CCN(CC(C)(F)F)CC3)ncc1Cl. Reaction SMILES: [Cl:20][c:21]1[n:22][cH:23][c:24]([Cl:39])[c:25]([NH:27][c:28]2[c:29]([C:30](=[O:31])[NH:32][CH2:33][CH3:34])[cH:35][cH:36][cH:37][cH:38]2)[n:26]1.[F:1][C:2]([CH2:3][N:4]1[CH2:5][CH2:6][c:7]2[c:8]([cH:11][c:12]([NH2:17])[c:13]([O:15][CH3:16])[cH:14]2)[CH2:9][CH2:10]1)([CH3:18])[F:19]>>[F:1][C:2]([CH2:3][N:4]1[CH2:5][CH2:6][c:7]2[c:8]([cH:11][c:12]([NH:17][c:21]3[n:22][cH:23][c:24]([Cl:39])[c:25]([NH:27][c:28]4[c:29]([C:30](=[O:31])[NH:32][CH2:33][CH3:34])[cH:35][cH:36][cH:37][cH:38]4)[n:26]3)[c:13]([O:15][CH3:16])[cH:14]2)[CH2:9][CH2:10]1)([CH3:18])[F:19]. The reactants are B, CCC(=O)N1CC(c2ccc(NS(=O)(=O)c3ccc(OC(F)(F)F)cc3)cc2)C1, C1CCOC1, CCOC(C)=O. Product: CCCN1CC(c2ccc(NS(=O)(=O)c3ccc(OC(F)(F)F)cc3)cc2)C1. As a reaction SMILES: [BH3:30].[C:1]([CH2:2][CH3:3])(=[O:4])[N:5]1[CH2:6][CH:7]([c:9]2[cH:10][cH:11][c:12]([NH:15][S:16](=[O:17])(=[O:18])[c:19]3[cH:20][cH:21][c:22]([O:25][C:26]([F:27])([F:28])[F:29])[cH:23][cH:24]3)[cH:13][cH:14]2)[CH2:8]1.[CH2:37]1[O:38][CH2:39][CH2:40][CH2:41]1.[CH3:31][CH2:32][O:33][C:34](=[O:35])[CH3:36]>>[CH2:1]([CH2:2][CH3:3])[N:5]1[CH2:6][CH:7]([c:9]2[cH:10][cH:11][c:12]([NH:15][S:16](=[O:17])(=[O:18])[c:19]3[cH:20][cH:21][c:22]([O:25][C:26]([F:27])([F:28])[F:29])[cH:23][cH:24]3)[cH:13][cH:14]2)[CH2:8]1. The reactants are BrC=1SC=C(C1C)Br (2,4-dibromo-3-methylthiophene), C(#N)[Cu] (CuCN), CCOCC (ether). Run in CN(C)C=O (DMF). The product is BrC=1C(=C(SC1)C#N)C (4-bromo-3-methylthiophene-2-carbonitrile). RXN SMILES: Br[C:2]1[S:3][CH:4]=[C:5]([Br:8])[C:6]=1[CH3:7].[C:9]([Cu])#[N:10].CCOCC>CN(C=O)C>[Br:8][C:5]1[C:6]([CH3:7])=[C:2]([C:9]#[N:10])[S:3][CH:4]=1. Reported procedure: A mixture of 2,4-dibromo-3-methylthiophene (20.0 g, 78.1 mmol) and CuCN (6.30 g, 70.3 mmol) in 150 mL of DMF was stirred at reflux for 4 hours before cooling down. The reaction mixture was poured into 1 L of ether with stirring and the precipitate was removed by filtration. The filtrate was washed with water (100 mL×3), brine (100 mL), dried over anhydrous Na2SO4 and concentrated. The residue was purified by silica column chromatography (petrol ether:EtOAc=50:1) to afford 4-bromo-3-methylthiophe... Reactants: O[C@@H]1CC[C@H](CC1)NC1=C(C=C(C=C1)C(F)(F)F)[N+](=O)[O-] (4-(trans-4-hydroxycyclohexylamino)-3-nitrobenzotrifluoride). The reagents and catalysts are [Pd] (palladium on activated carbon). The solvent is CO (methanol), O1CCOCC1 (dioxane). Run at time 4 hour. Product: NC=1C=C(C=CC1N[C@@H]1CC[C@H](CC1)O)C(F)(F)F (3-amino-4-(trans-4-hydroxycyclohexylamino)benzotrifluoride). Isolated yield 97.1%. As a reaction SMILES: [OH:1][C@H:2]1[CH2:7][CH2:6][C@H:5]([NH:8][C:9]2[CH:14]=[CH:13][C:12]([C:15]([F:18])([F:17])[F:16])=[CH:11][C:10]=2[N+:19]([O-])=O)[CH2:4][CH2:3]1>[Pd].CO.O1CCOCC1>[NH2:19][C:10]1[CH:11]=[C:12]([C:15]([F:16])([F:17])[F:18])[CH:13]=[CH:14][C:9]=1[NH:8][C@H:5]1[CH2:6][CH2:7][C@H:2]([OH:1])[CH2:3][CH2:4]1. Procedure: A mixture of 4-(trans-4-hydroxycyclohexylamino)-3-nitrobenzotrifluoride (4.0 g) and 10% palladium on activated carbon (400 mg) in a mixture of methanol (20 mL) and dioxane(20 mL) was stirred under hydrogen atmosphere (3 atm) at ambient temperature for 4 hours. The reaction mixture was filtered through a celite pad, and the filtrate was concentrated in vacuo. The residue was subjected to a silica gel column chromatography eluting with a mixture of chloroform and methanol (20:1). The obtained subs...